This data is from the Open Reaction Database (ORD), a public repository of structured organic reaction records. The task is: describe an organic reaction: reactants, conditions, products, and yield Starting materials: C1CCOC1, CCOC(C)=O, Cl, Oc1ccc(F)cc1, CCOC(=O)N=NC(=O)OCC, OCC1CCC2CN(c3ncc(Cl)cc3Cl)CCN2C1, c1ccc(P(c2ccccc2)c2ccccc2)cc1. Product: Fc1ccc(OCC2CCC3CN(c4ncc(Cl)cc4Cl)CCN3C2)cc1. As a reaction SMILES: [CH2:61]1[O:62][CH2:63][CH2:64][CH2:65]1.[CH3:66][CH2:67][O:68][C:69](=[O:70])[CH3:71].[ClH:60].[F:21][c:22]1[cH:23][cH:24][c:25]([OH:28])[cH:26][cH:27]1.[O:48]=[C:49]([O:50][CH2:51][CH3:52])[N:53]=[N:54][C:55]([O:56][CH2:57][CH3:58])=[O:59].[OH:1][CH2:2][CH:3]1[CH2:4][CH2:5][CH:6]2[N:7]([CH2:8][CH2:9][N:10]([c:12]3[n:13][cH:14][c:15]([Cl:19])[cH:16][c:17]3[Cl:18])[CH2:11]2)[CH2:20]1.[c:29]1([P:30]([c:31]2[cH:32][cH:33][cH:34][cH:35][cH:36]2)[c:37]2[cH:38][cH:39][cH:40][cH:41][cH:42]2)[cH:43][cH:44][cH:45][cH:46][cH:47]1>>[O:1]([CH2:2][CH:3]1[CH2:4][CH2:5][CH:6]2[N:7]([CH2:8][CH2:9][N:10]([c:12]3[n:13][cH:14][c:15]([Cl:19])[cH:16][c:17]3[Cl:18])[CH2:11]2)[CH2:20]1)[c:25]1[cH:24][cH:23][c:22]([F:21])[cH:27][cH:26]1. Starting materials: C(C)OC(CNC1CCC2=CC(=CC=C12)OCC1=CC=CC=C1)=O ((5-benzyloxyindan-1-yl)glycine ethyl ester), C(=O)(OCC1=CC=CC=C1)N[C@@H](C)C(=O)O (N-carbobenzoxy-L-alanine). Yields the product N[C@@H](C)C(=O)N(CC(=O)O)C1CCC2=CC(=CC=C12)O (L-alanyl-N-(5-hydroxyindan-1-yl)-glycine). The yield is 60.8%. RXN SMILES: C([O:3][C:4](=[O:24])[CH2:5][NH:6][CH:7]1[C:15]2[C:10](=[CH:11][C:12]([O:16]CC3C=CC=CC=3)=[CH:13][CH:14]=2)[CH2:9][CH2:8]1)C.C([NH:35][C@H:36]([C:38](O)=[O:39])[CH3:37])(OCC1C=CC=CC=1)=O>>[NH2:35][C@H:36]([C:38]([N:6]([CH:7]1[C:15]2[C:10](=[CH:11][C:12]([OH:16])=[CH:13][CH:14]=2)[CH2:9][CH2:8]1)[CH2:5][C:4]([OH:3])=[O:24])=[O:39])[CH3:37]. Procedure: By reacting 10 g of (5-benzyloxyindan-1-yl)glycine ethyl ester with 8 g of N-carbobenzoxy-L-alanine and treating the reaction mixture as in Reference Example 4, there is obtained 5.2 g of L-alanyl-N-(5-hydroxyindan-1-yl)-glycine as colorless amorphous powder. Reactants: C(C)(=O)O[C@H]1[C@@H](C(N1)=O)NC(C1=CC=CC=C1)(C1=CC=CC=C1)C1=CC=CC=C1 ((3S,4S)-4-acetoxy-3-tritylamino-2-oxoazetidine), [Na].C(CS)(=O)OC (methyl thioglycolate sodium salt). The solvent is CO (methanol). Conditions: time 1 hour. Yields the product COC(=O)CS[C@@H]1[C@@H](C(N1)=O)NC(C1=CC=CC=C1)(C1=CC=CC=C1)C1=CC=CC=C1 ((3R,4R)-4-methoxycarbonylmethylthio-3-tritylamino-2-oxoazetidine). Yield: 64.4%. As a reaction SMILES: C(O[C@@H:5]1[NH:8][C:7](=[O:9])[C@H:6]1[NH:10][C:11]([C:24]1[CH:29]=[CH:28][CH:27]=[CH:26][CH:25]=1)([C:18]1[CH:23]=[CH:22][CH:21]=[CH:20][CH:19]=1)[C:12]1[CH:17]=[CH:16][CH:15]=[CH:14][CH:13]=1)(=O)C.[Na].[C:31]([O:35][CH3:36])(=[O:34])[CH2:32][SH:33]>CO>[CH3:36][O:35][C:31]([CH2:32][S:33][C@H:5]1[NH:8][C:7](=[O:9])[C@H:6]1[NH:10][C:11]([C:18]1[CH:19]=[CH:20][CH:21]=[CH:22][CH:23]=1)([C:12]1[CH:13]=[CH:14][CH:15]=[CH:16][CH:17]=1)[C:24]1[CH:29]=[CH:28][CH:27]=[CH:26][CH:25]=1)=[O:34] |f:1.2,^1:29|. Reported procedure: To a solution of 1.93 g of (3S,4S)-4-acetoxy-3-tritylamino-2-oxoazetidine in 100 ml of methanol is added a solution of 0.64 g of methyl thioglycolate sodium salt with stirring under ice-cooling. After 1 hour, the solvent is distilled off and the residue is dissolved in ethyl acetate. The solution is washed with water, then the solvent is distilled off, and the residue is purified by silica gel column-chromatograpy (methylene chloride:ethyl acetate=11:1) to give 1.38 g of (3R,4R)-4-methoxycarbony... Starting materials: C(C)OC(C)N1N=CC(=C1)C=1C2=C(N=CN1)N(C=C2)COCC[Si](C)(C)C (4-(1-(1-ethoxyethyl)-1H-pyrazol-4-yl)-7-((2-(trimethylsilyl)ethoxy)methyl)-7H-pyrrolo[2,3-d]pyrimidine), Cl (HCl), Cl (HCl), [OH-].[Na+] (sodium hydroxide), [OH-].[Na+] (NaOH). Solvent: C1CCOC1 (THF), O (water), O (H2O), O (H2O). Run at time 5 hour. The product is N1N=CC(=C1)C=1C2=C(N=CN1)N(C=C2)COCC[Si](C)(C)C (4-(1H-pyrazol-4-yl)-7-(2-trimethylsilanyl-ethoxymethyl)-7H-pyrrolo[2,3-d]pyrimidine). The yield is 73.9%. RXN SMILES: C(OC([N:6]1[CH:10]=[C:9]([C:11]2[C:12]3[CH:19]=[CH:18][N:17]([CH2:20][O:21][CH2:22][CH2:23][Si:24]([CH3:27])([CH3:26])[CH3:25])[C:13]=3[N:14]=[CH:15][N:16]=2)[CH:8]=[N:7]1)C)C.Cl.[OH-].[Na+]>C1COCC1.O>[NH:6]1[CH:10]=[C:9]([C:11]2[C:12]3[CH:19]=[CH:18][N:17]([CH2:20][O:21][CH2:22][CH2:23][Si:24]([CH3:27])([CH3:26])[CH3:25])[C:13]=3[N:14]=[CH:15][N:16]=2)[CH:8]=[N:7]1 |f:2.3|. Procedure: A solution of crude Suzuki coupling product (15) in THF (22 mL) was treated with water (108 mL) and a solution of 10% aqueous HCl prepared by mixing 19.6 mL of concentrated HCl with 64 mL of H2O at room temperature. The resulting reaction mixture was stirred at room temperature for 4-6 h. When TLC and HPLC showed the de-protection reaction was deemed complete, a 30% aqueous sodium hydroxide (NaOH) solution prepared by dissolving 10.4 g of NaOH in 21.0 mL of H2O was added slowly to the reaction m... The reactants are CC1(F)C(O)OC(COC(=O)c2ccccc2)C1OC(=O)c1ccccc1, BrC(Br)(Br)Br, ClCCl, c1ccc(P(c2ccccc2)c2ccccc2)cc1. The product is CC1(F)C(Br)OC(COC(=O)c2ccccc2)C1OC(=O)c1ccccc1. Reaction SMILES: [C:20]([c:21]1[cH:22][cH:23][cH:24][cH:25][cH:26]1)(=[O:27])[O:28][CH2:29][CH:30]1[O:31][CH:32]([OH:46])[C:33]([CH3:44])([F:45])[CH:34]1[O:35][C:36]([c:37]1[cH:38][cH:39][cH:40][cH:41][cH:42]1)=[O:43].[C:47]([Br:48])([Br:49])([Br:50])[Br:51].[Cl:52][CH2:53][Cl:54].[c:1]1([P:2]([c:3]2[cH:4][cH:5][cH:6][cH:7][cH:8]2)[c:9]2[cH:10][cH:11][cH:12][cH:13][cH:14]2)[cH:15][cH:16][cH:17][cH:18][cH:19]1>>[C:20]([c:21]1[cH:22][cH:23][cH:24][cH:25][cH:26]1)(=[O:27])[O:28][CH2:29][CH:30]1[O:31][CH:32]([Br:48])[C:33]([CH3:44])([F:45])[CH:34]1[O:35][C:36]([c:37]1[cH:38][cH:39][cH:40][cH:41][cH:42]1)=[O:43]. Run in C(Cl)Cl (methylene chloride), C(Cl)Cl (methylene chloride). Procedure: To a mixture of 5-benzyloxy-4-methoxy-N,N-dimethyl-2-(5-methyl-[1,2,4]oxadiazol-3-yl)benzenesulfonamide and methylene chloride (20 mL) was added titanium(IV) chloride (0.472 g) under ice-bath cooling. After stirring at room temperature overnight, 2 mol/L hydrochloric acid and methylene chloride were added to the mixture. The separated organic layer was washed with 2 mol/L hydrochloric acid and brine successively, and concentrated under reduced pressure. The residue was purified by silica gel col... Reaction SMILES: C([O:8][C:9]1[C:10]([O:27][CH3:28])=[CH:11][C:12]([C:21]2[N:25]=[C:24]([CH3:26])[O:23][N:22]=2)=[C:13]([S:15]([N:18]([CH3:20])[CH3:19])(=[O:17])=[O:16])[CH:14]=1)C1C=CC=CC=1.Cl>[Ti](Cl)(Cl)(Cl)Cl.C(Cl)Cl>[OH:8][C:9]1[C:10]([O:27][CH3:28])=[CH:11][C:12]([C:21]2[N:25]=[C:24]([CH3:26])[O:23][N:22]=2)=[C:13]([S:15]([N:18]([CH3:20])[CH3:19])(=[O:16])=[O:17])[CH:14]=1. Reagents/catalysts: [Ti](Cl)(Cl)(Cl)Cl (titanium(IV) chloride). Yields the product OC=1C(=CC(=C(C1)S(=O)(=O)N(C)C)C1=NOC(=N1)C)OC (5-Hydroxy-4-methoxy-N,N-dimethyl-2-(5-methyl-[1,2,4]oxa-diazol-3-yl)benzenesulfonamide). Starting materials: C(C1=CC=CC=C1)OC=1C(=CC(=C(C1)S(=O)(=O)N(C)C)C1=NOC(=N1)C)OC (5-benzyloxy-4-methoxy-N,N-dimethyl-2-(5-methyl-[1,2,4]oxadiazol-3-yl)benzenesulfonamide), Cl (hydrochloric acid). Conditions: time 8 hour. Starting materials: CCc1ccccc1CC, CC12C=CC(=O)C=C1CCC1C3CCC(Sc4ccccc4)(Sc4ccccc4)C3(C)CC(O)C12F. The product is CC12CC(O)C3(F)C(CCC4=CC(=O)C=CC43C)C1CC=C2Sc1ccccc1. RXN SMILES: [CH2:37]([c:38]1[cH:39][cH:40][cH:41][cH:42][c:43]1[CH2:44][CH3:45])[CH3:46].[F:1][C:2]12[C:3]3([CH3:36])[CH:4]=[CH:5][C:6](=[O:35])[CH:7]=[C:8]3[CH2:9][CH2:10][CH:11]1[CH:12]1[CH2:13][CH2:14][C:15]([S:21][c:22]3[cH:23][cH:24][cH:25][cH:26][cH:27]3)([S:28][c:29]3[cH:30][cH:31][cH:32][cH:33][cH:34]3)[C:16]1([CH3:17])[CH2:18][CH:19]2[OH:20]>>[F:1][C:2]12[C:3]3([CH3:36])[CH:4]=[CH:5][C:6](=[O:35])[CH:7]=[C:8]3[CH2:9][CH2:10][CH:11]1[CH:12]1[CH2:13][CH:14]=[C:15]([S:21][c:22]3[cH:23][cH:24][cH:25][cH:26][cH:27]3)[C:16]1([CH3:17])[CH2:18][CH:19]2[OH:20]. Reactants: Cc1ccc(CN)cc1, CCOC(C)=O, COC(=O)C(OC)OC. The product is COC(OC)C(=O)NCc1ccc(C)cc1. As a reaction SMILES: [CH3:10][c:11]1[cH:12][cH:13][c:14]([CH2:15][NH2:16])[cH:17][cH:18]1.[CH3:19][CH2:20][O:21][C:22]([CH3:23])=[O:24].[CH3:1][O:2][CH:3]([C:4](=[O:5])[O:6][CH3:7])[O:8][CH3:9]>>[CH3:1][O:2][CH:3]([C:4](=[O:5])[NH:16][CH2:15][c:14]1[cH:13][cH:12][c:11]([CH3:10])[cH:18][cH:17]1)[O:8][CH3:9]. The reactants are C(C=1C(S)=CC=CC1)(=O)O (thiosalicylic acid), Cl (hydrochloric acid), FC1=C(C=CC=C1)[N+](=O)[O-] (2-fluoronitrobenzene), C([O-])([O-])=O.[K+].[K+] (potassium carbonate). Run in CN(C=O)C (N,N-dimethylformamide), O (water). Conditions: temperature 100 celsius, time 2 hour. Product: [N+](=O)([O-])C1=C(C=CC=C1)SC1=C(C(=O)O)C=CC=C1 (2-(2-Nitrophenylthio)benzoic acid). The yield is 77.5%. RXN SMILES: [C:1]([OH:10])(=[O:9])[C:2]1[C:3](=[CH:5][CH:6]=[CH:7][CH:8]=1)[SH:4].F[C:12]1[CH:17]=[CH:16][CH:15]=[CH:14][C:13]=1[N+:18]([O-:20])=[O:19].C(=O)([O-])[O-].[K+].[K+].Cl>CN(C)C=O.O>[N+:18]([C:13]1[CH:14]=[CH:15][CH:16]=[CH:17][C:12]=1[S:4][C:3]1[CH:5]=[CH:6][CH:7]=[CH:8][C:2]=1[C:1]([OH:10])=[O:9])([O-:20])=[O:19] |f:2.3.4|. Reported procedure: In 300 ml of N,N-dimethylformamide were suspended 30.8 g of thiosalicylic acid, 28.2 g of 2-fluoronitrobenzene and 69.0 g of potassium carbonate, and the mixture was stirred at 100° C. for 2 hours. After cooling, water was added and acidified with hydrochloric acid and the crystals separated out therefrom were collected by filtration and washed with water. The crystals were then dissolved in ethyl acetate and the solution was dried over magnesium sulfate and filtered. The filtrate was concentrat...